Dataset: the Open Reaction Database (ORD), a public repository of structured organic reaction records. Task: describe an organic reaction: reactants, conditions, products, and yield The product is CC(=O)O[C@@H]1[C@@H]([C@H](OC1O)COP(=O)(O)OP(=O)(O)OC[C@@H]2[C@H]([C@H]([C@@H](O2)N3C=NC4=C3N=CN=C4N)O)O)O (O-acetyl-ADP ribose). Procedure: HeLa Cells were grown at 37° C. in Dulbecco's Modified Eagles Medium containing D-glucose 1 g/L, L-glutamine 1 g/L, pyridoxine hydrochloride 1 g/L, sodium pyruvate 110 mg/L, 10% fetal bovine serum (FBS), penicillin at 1000 units/mL, and streptomycin at 1 mg/mL (Gibco BRL) (growth medium). When cells had reached 80-90% confluency, they were rinsed once with PBS, lysed in 100-200 μL of ice-cold, 20 mM Tris, pH 7.2, 137 mM NaCl, 10% glycerol, 1% Nonidet P-40, 100 μM phenylmethylsulfonyl fluoride (P... Reaction conditions: time 10 minute. RXN SMILES: O=C[C@@H:3]([C@H:5]([C@@H:7]([C@@H:9]([CH2:11][OH:12])[OH:10])[OH:8])[OH:6])[OH:4].N[C@H](C(O)=O)C[CH2:16][C:17](=[O:19])N.CC1N=CC(CO)=C(CO)C=1O.Cl.C([O-])(=O)C(C)=O.[Na+].CC1(C)S[C@@H]2[C@H](NC(CSCC=C)=O)C(=O)N2[C@H]1C(O)=O.C[C@@H]1O[C@@H](O[C@H]2[C@H](O)[C@@H](O)[C@H](NC(N)=N)[C@@H](O)[C@@H]2NC(N)=N)[C@H](O[C@@H]2O[C@@H](CO)[C@H](O)[C@@H](O)[C@@H]2NC)[C@@]1(O)C=O.CC(OC1O[C@H](C[O:114][P:115]([O:118][P:119]([O:122][CH2:123][C@H:124]2[O:128][C@@H:127]([N:129]3[C:133]4[N:134]=[CH:135][N:136]=[C:137]([NH2:138])[C:132]=4[N:131]=[CH:130]3)[C@H:126]([OH:139])[C@@H:125]2[OH:140])([OH:121])=[O:120])(O)=[O:116])[C@@H](O)[C@H]1O)=O>>[CH3:16][C:17]([O:10][C@H:9]1[CH:11]([OH:12])[O:6][C@H:5]([CH2:3][O:4][P:115]([O:118][P:119]([O:122][CH2:123][C@H:124]2[O:128][C@@H:127]([N:129]3[C:133]4[N:134]=[CH:135][N:136]=[C:137]([NH2:138])[C:132]=4[N:131]=[CH:130]3)[C@H:126]([OH:139])[C@@H:125]2[OH:140])([OH:121])=[O:120])([OH:116])=[O:114])[C@H:7]1[OH:8])=[O:19] |f:2.3,4.5|. The reactants are O=C[C@H](O)[C@@H](O)[C@H](O)[C@H](O)CO (D-glucose), N[C@@H](CCC(N)=O)C(=O)O (L-glutamine), CC1=C(C(=C(C=N1)CO)CO)O.Cl (pyridoxine hydrochloride), C(C(=O)C)(=O)[O-].[Na+] (sodium pyruvate), CC1([C@@H](N2[C@H](S1)[C@@H](C2=O)NC(=O)CSCC=C)C(=O)O)C (penicillin at), C[C@H]1[C@@]([C@H]([C@@H](O1)O[C@@H]2[C@H]([C@@H]([C@H]([C@@H]([C@H]2O)O)NC(=N)N)O)NC(=N)N)O[C@H]3[C@H]([C@@H]([C@H]([C@@H](O3)CO)O)O)NC)(C=O)O (streptomycin), CC(=O)OC1[C@@H]([C@@H]([C@H](O1)COP(=O)(O)OP(=O)(O)OC[C@@H]2[C@H]([C@H]([C@@H](O2)N3C=NC4=C3N=CN=C4N)O)O)O)O (1-O-acetyl-ADP ribose). Reactants: S(C)(=O)(=O)[O-] (mesylate), C(=O)([O-])[O-].[Cs+].[Cs+] (Cs2CO3), COC(=O)[C@H]1[C@@H](C1)COS(=O)(=O)C (trans-2-methanesulfonyloxymethyl-cyclopropanecarboxylic acid methyl ester), ClC=1C=C2C(=CC(OC2=CC1)=O)O (6-chloro-4-hydroxycoumarin). Solvent: CN(C)C=O (DMF). Reaction conditions: temperature 100 celsius, time 2 hour. Product: COC(=O)[C@H]1[C@@H](C1)COC1=CC(OC2=C1C=C(C=C2)Cl)=O (trans-2-(6-Chloro-2-oxo-2H-1-benzopyran-4-yloxymethyl)-cyclopropanecarboxylic acid methyl ester). The yield is 62.4%. Reaction SMILES: [Cl:1][C:2]1[CH:3]=[C:4]2[C:9](=[CH:10][CH:11]=1)[O:8][C:7](=[O:12])[CH:6]=[C:5]2[OH:13].C([O-])([O-])=O.[Cs+].[Cs+].[CH3:20][O:21][C:22]([C@@H:24]1[CH2:26][C@H:25]1[CH2:27]OS(C)(=O)=O)=[O:23].S([O-])(=O)(=O)C>CN(C=O)C>[CH3:20][O:21][C:22]([C@@H:24]1[CH2:26][C@H:25]1[CH2:27][O:13][C:5]1[C:4]2[CH:3]=[C:2]([Cl:1])[CH:11]=[CH:10][C:9]=2[O:8][C:7](=[O:12])[CH:6]=1)=[O:23] |f:1.2.3|. Procedure details: 6-chloro-4-hydroxycoumarin (5.09 mmol, 1.0 g) is dissolved in 80 mL of DMF, and Cs2CO3 (7.63 mmol, 2.49 g), and trans-2-methanesulfonyloxymethyl-cyclopropanecarboxylic acid methyl ester (6.14 mmol, 1.28 g) are added. The reaction is heated to 100° C. for 5 hrs, a further 0.2 eq of the mesylate is added, and heating is continued for an additional 2 hrs. After cooling to ambient temperature, the DMF is removed in vacuo. The residue is dissolved in EtOAc and is washed with H2O. The organic layer is...